Dataset: the Open Reaction Database (ORD), a public repository of structured organic reaction records. Task: describe an organic reaction: reactants, conditions, products, and yield Reactants: FC1(CCC(CC1)(O)CNC(=O)C=1C=2C=CC(=NC2C=CC1Cl)Cl)F (2,6-dichloro-quinoline-5-carboxylic acid (4,4-difluoro-1-hydroxycyclohexylmethyl)-amide), CCN(C(C)C)C(C)C (DIPEA), Cl.Cl.N1(CCCC1)C1CNCC1 (3-pyrrolidinyl-pyrrolidine dihydrochloride). The product is FC1(CCC(CC1)(O)CNC(=O)C=1C=2C=CC(=NC2C=CC1Cl)N1CC(CC1)N1CCCC1)F (6-Chloro-2-(3-pyrrolidinyl-pyrrolidin-1-yl)-quinoline-5-carboxylic acid (4,4-difluoro-1-hydroxy-cyclohexylmethyl)-amide). RXN SMILES: [F:1][C:2]1([F:25])[CH2:7][CH2:6][C:5]([CH2:9][NH:10][C:11]([C:13]2[C:14]3[CH:15]=[CH:16][C:17](Cl)=[N:18][C:19]=3[CH:20]=[CH:21][C:22]=2[Cl:23])=[O:12])([OH:8])[CH2:4][CH2:3]1.CCN(C(C)C)C(C)C.Cl.Cl.[N:37]1([CH:42]2[CH2:46][CH2:45][NH:44][CH2:43]2)[CH2:41][CH2:40][CH2:39][CH2:38]1>>[F:1][C:2]1([F:25])[CH2:7][CH2:6][C:5]([CH2:9][NH:10][C:11]([C:13]2[C:14]3[CH:15]=[CH:16][C:17]([N:44]4[CH2:45][CH2:46][CH:42]([N:37]5[CH2:41][CH2:40][CH2:39][CH2:38]5)[CH2:43]4)=[N:18][C:19]=3[CH:20]=[CH:21][C:22]=2[Cl:23])=[O:12])([OH:8])[CH2:4][CH2:3]1 |f:2.3.4|. Reported procedure: The title compound was synthesized according to the procedure described in example 1 using 2,6-dichloro-quinoline-5-carboxylic acid (4,4-difluoro-1-hydroxycyclohexylmethyl)-amide, DIPEA and 3-pyrrolidinyl-pyrrolidine dihydrochloride. 1H NMR (400 MHz, DMSO-d6) δ ppm 7.75 (1H), 7.48 (2H), 6.69 (1H), 4.59 (s, 1H), 3.89 (m, 1H), 3.70 (m, 1H), 3.45 (m, 1H), 3.26 (m, 2H), 2.85 (m, 1H), 2.54 (m, 4H), 2.15 (m, 1H), 2.06 (m, 2H), 1.85 (m, 3H), 1.74-1.76 (m, 5H), 1.27-1.32 (m, 2H). m/z: 494 [M+H]